This data is from the Open Reaction Database (ORD), a public repository of structured organic reaction records. The task is: describe an organic reaction: reactants, conditions, products, and yield Starting materials: O=C1CC(N2CCC3=C(C2C1)C=CC(=C3)OC)=O (2,4-dioxo-9-methoxy-1,2,3,4,6,7-hexahydro-11bH-benzo[a]quinolizine), Br.BrCCCN (3-bromopropylamine hydrobromide), N1=C(C=CC=C1C)C (2,6-lutidine). Run in C(CCC)O (n-butanol). Run at temperature 10 celsius. The product is COC1=CC=2CCN3C(C=4CCCNC4CC3C2C=C1)=O ((±)-3-methoxy-5,6,9,10,11,12,13,13a-octahydroisoquino[2,1-g][1,6]naphthyridin-8-one). Isolated yield 70.3%. As a reaction SMILES: O=[C:2]1[CH2:11][CH:10]2[N:5]([CH2:6][CH2:7][C:8]3[CH:15]=[C:14]([O:16][CH3:17])[CH:13]=[CH:12][C:9]=32)[C:4](=[O:18])[CH2:3]1.Br.Br[CH2:21][CH2:22][CH2:23][NH2:24].N1C(C)=CC=CC=1C>C(O)CCC>[CH3:17][O:16][C:14]1[CH:13]=[CH:12][C:9]2[CH:10]3[N:5]([C:4](=[O:18])[C:3]4[CH2:21][CH2:22][CH2:23][NH:24][C:2]=4[CH2:11]3)[CH2:6][CH2:7][C:8]=2[CH:15]=1 |f:1.2|. Reported procedure: A solution of 27.3 Kg of 2,4-dioxo-9-methoxy-1,2,3,4,6,7-hexahydro-11bH-benzo[a]quinolizine, 19.6 Kg of 3-bromopropylamine hydrobromide and 22.8 Kg of 2,6-lutidine in 70 litres of n-butanol was refluxed for 1 hour. Butanol and excess 2,6-lutidine were removed under reduced pressure, and the solid residue dissolved in 150 litres of methanol at reflux temperature. The temperature was maintained above 70° C. while 150 litres of water was added. The mixture was cooled to 10° C., the precipitate filt... Starting materials: CC(=O)OC1C=C(Cc2cccc(OCc3ccccc3)c2)C(=O)C1, [Na+], [OH-]. Yields the product O=C1CC(O)C=C1Cc1cccc(OCc2ccccc2)c1. Reaction SMILES: [C:1](=[O:2])([CH3:3])[O:4][CH:5]1[CH:6]=[C:7]([CH2:11][c:12]2[cH:13][c:14]([O:18][CH2:19][c:20]3[cH:21][cH:22][cH:23][cH:24][cH:25]3)[cH:15][cH:16][cH:17]2)[C:8](=[O:10])[CH2:9]1.[Na+:27].[OH-:26]>>[OH:4][CH:5]1[CH:6]=[C:7]([CH2:11][c:12]2[cH:13][c:14]([O:18][CH2:19][c:20]3[cH:21][cH:22][cH:23][cH:24][cH:25]3)[cH:15][cH:16][cH:17]2)[C:8](=[O:10])[CH2:9]1. The reactants are O=C(O)C(O)Cc1ccc(O)c(Br)c1, CO, O=S(=O)(O)O. The product is COC(=O)C(O)Cc1ccc(O)c(Br)c1. Reaction SMILES: [Br:6][c:7]1[cH:8][c:9]([CH2:14][CH:15]([C:16](=[O:17])[OH:18])[OH:19])[cH:10][cH:11][c:12]1[OH:13].[CH3:20][OH:21].[S:1](=[O:2])(=[O:3])([OH:4])[OH:5]>>[Br:6][c:7]1[cH:8][c:9]([CH2:14][CH:15]([C:16](=[O:17])[O:18][CH3:20])[OH:19])[cH:10][cH:11][c:12]1[OH:13]. Reactants: CC(C)(C)OC(=O)N1CCC(N2CCCCc3cc(Br)ccc32)C1, CO, Cl. Product: Brc1ccc2c(c1)CCCCN2C1CCNC1. RXN SMILES: [Br:1][c:2]1[cH:3][c:4]2[c:5]([cH:23][cH:24]1)[N:6]([CH:11]1[CH2:12][N:13]([C:16]([O:17][C:18]([CH3:19])([CH3:20])[CH3:21])=[O:22])[CH2:14][CH2:15]1)[CH2:7][CH2:8][CH2:9][CH2:10]2.[CH3:26][OH:27].[ClH:25]>>[Br:1][c:2]1[cH:3][c:4]2[c:5]([cH:23][cH:24]1)[N:6]([CH:11]1[CH2:12][NH:13][CH2:14][CH2:15]1)[CH2:7][CH2:8][CH2:9][CH2:10]2. Reactants: BrCCCc1ccc(Br)cc1, O=C([O-])[O-], C1CCNC1, [Cs+], [Cs+], C1COCCO1, O. As a reaction SMILES: [Br:1][c:2]1[cH:3][cH:4][c:5]([CH2:8][CH2:9][CH2:10][Br:11])[cH:6][cH:7]1.[C:17](=[O:18])([O-:19])[O-:20].[CH2:12]1[CH2:13][CH2:14][NH:15][CH2:16]1.[Cs+:21].[Cs+:22].[O:24]1[CH2:25][CH2:26][O:27][CH2:28][CH2:29]1.[OH2:23]>>[Br:1][c:2]1[cH:3][cH:4][c:5]([CH2:8][CH2:9][CH2:10][N:15]2[CH2:14][CH2:13][CH2:12][CH2:16]2)[cH:6][cH:7]1. The product is Brc1ccc(CCCN2CCCC2)cc1. Starting materials: COc1ccc(Oc2cccc(C=O)c2)cc1, FC(F)(F)c1nnc2ccc(N3CCNCC3)nn12. Product: COc1ccc(Oc2cccc(CN3CCN(c4ccc5nnc(C(F)(F)F)n5n4)CC3)c2)cc1. Reaction SMILES: [CH3:20][O:21][c:22]1[cH:23][cH:24][c:25]([O:26][c:27]2[cH:28][c:29]([CH:30]=[O:31])[cH:32][cH:33][cH:34]2)[cH:35][cH:36]1.[N:1]1([c:7]2[cH:8][cH:9][c:10]3[n:11]([n:12]2)[c:13]([C:16]([F:17])([F:18])[F:19])[n:14][n:15]3)[CH2:2][CH2:3][NH:4][CH2:5][CH2:6]1>>[N:1]1([c:7]2[cH:8][cH:9][c:10]3[n:11]([n:12]2)[c:13]([C:16]([F:17])([F:18])[F:19])[n:14][n:15]3)[CH2:2][CH2:3][N:4]([CH2:30][c:29]2[cH:28][c:27]([O:26][c:25]3[cH:24][cH:23][c:22]([O:21][CH3:20])[cH:36][cH:35]3)[cH:34][cH:33][cH:32]2)[CH2:5][CH2:6]1. Starting materials: C(C)OC=1C=CC(=NC1)OC=1C=C(C=C2CCN(CC2)C(=O)OC(C)(C)C)C=CC1 (tert-butyl 4-(3-(5-ethoxypyridin-2-yloxy)benzylidene)piperidine-1-carboxylate), C(=O)(C(F)(F)F)O (TFA). The solvent is C(Cl)Cl (CH2Cl2). Reaction conditions: time 1 hour. Yields the product C(C)OC=1C=CC(=NC1)OC1=CC(=CC=C1)C=C1CCNCC1 (5-Ethoxy-2-(3-(piperidin-4-ylidenemethyl)phenoxy)pyridine). The yield is 99.3%. As a reaction SMILES: [CH2:1]([O:3][C:4]1[CH:5]=[CH:6][C:7]([O:10][C:11]2[CH:12]=[C:13]([CH:28]=[CH:29][CH:30]=2)[CH:14]=[C:15]2[CH2:20][CH2:19][N:18](C(OC(C)(C)C)=O)[CH2:17][CH2:16]2)=[N:8][CH:9]=1)[CH3:2].C(O)(C(F)(F)F)=O>C(Cl)Cl>[CH2:1]([O:3][C:4]1[CH:5]=[CH:6][C:7]([O:10][C:11]2[CH:30]=[CH:29][CH:28]=[C:13]([CH:14]=[C:15]3[CH2:20][CH2:19][NH:18][CH2:17][CH2:16]3)[CH:12]=2)=[N:8][CH:9]=1)[CH3:2]. Reported procedure: To a solution of tert-butyl 4-(3-(5-ethoxypyridin-2-yloxy)benzylidene)piperidine-1-carboxylate (0.6 g, 1.46 mmol) in CH2Cl2 (5 mL) cooled to 0° C. under a N2 atmosphere was added TFA (1.1 mL, 14.6 mmol). The resulting mixture was stirred for 1 h at RT. The solution was concentrated and then quenched with saturated NaHCO3 solution. The mixture was extracted with CH2Cl2 and the organic layer was dried over Na2SO4, and concentrated under reduced pressure to give the title compound (0.45 g, 99%); m/... Reactants: C1(CC1)N(CC1=C(C=C(C=C1)C#C)C)CC (cyclopropyl-ethyl-(4-ethynyl-2-methyl-benzyl)-amine), C1(CC1)N(CC1=C(C=C(C=C1)C#C)C)CC (cyclopropyl-ethyl-(4-ethynyl-2-methyl-benzyl)-amine), C(C)OC(C1=CC=C(C=C1)I)=O (ethyl-4-iodo-benzoate), C(C)OC(C1=CC=C(C=C1)I)=O (ethyl-4-iodo-benzoate). Reagents/catalysts: [Cu]I (copper(I)iodide), Cl[Pd]([P](C1=CC=CC=C1)(C2=CC=CC=C2)C3=CC=CC=C3)([P](C4=CC=CC=C4)(C5=CC=CC=C5)C6=CC=CC=C6)Cl (Dichlorobis(triphenylphosphine)-palladium(II)). Solvent: C(C)N(CC)CC (triethylamine). Conditions: time 8 hour. Product: EtOAc—hexanes, C1(CC1)N(CC)CC1=C(C=C(C=C1)C#CC1=CC=C(C(=O)OCC)C=C1)C (Ethyl 4-{4-[(cyclopropyl-ethyl-amino)-methyl]-3-methyl-phenylethynyl}-benzoate). Isolated yield 3.0%. As a reaction SMILES: [CH:1]1([N:4]([CH2:15][CH3:16])[CH2:5][C:6]2[CH:11]=[CH:10][C:9]([C:12]#[CH:13])=[CH:8][C:7]=2[CH3:14])[CH2:3][CH2:2]1.[CH2:17]([O:19][C:20](=[O:28])[C:21]1[CH:26]=[CH:25][C:24](I)=[CH:23][CH:22]=1)[CH3:18]>C(N(CC)CC)C.[Cu]I.Cl[Pd](Cl)([P](C1C=CC=CC=1)(C1C=CC=CC=1)C1C=CC=CC=1)[P](C1C=CC=CC=1)(C1C=CC=CC=1)C1C=CC=CC=1>[CH:1]1([N:4]([CH2:5][C:6]2[CH:11]=[CH:10][C:9]([C:12]#[C:13][C:24]3[CH:25]=[CH:26][C:21]([C:20]([O:19][CH2:17][CH3:18])=[O:28])=[CH:22][CH:23]=3)=[CH:8][C:7]=2[CH3:14])[CH2:15][CH3:16])[CH2:3][CH2:2]1 |^1:40,59|. Reported procedure: Using General Procedure F; cyclopropyl-ethyl-(4-ethynyl-2-methyl-benzyl)-amine (Intermediate 161, 190.0 mg, 0.89 mmol) and ethyl-4-iodo benzoate (Reagent A, 245.0 mg, 0.89 mmol) in triethylamine (5 mL) was treated with copper(I)iodide (56.0 mg, 0.30 mmol) and sparged with argon for 15 minutes. Dichlorobis(triphenylphosphine)-palladium(II) (208 mg, 0.30 mmol) was added and the reaction mixture was stirred overnight at room temperature. Column chromatography (3-5% EtOAc—hexanes) afforded the title... The reactants are Fc1ccc(CBr)cc1, [Na+], CN(C)C=O, [OH-], O, c1ccc2[nH]nnc2c1. The product is Fc1ccc(Cn2nnc3ccccc32)cc1. Reaction SMILES: [F:12][c:13]1[cH:14][cH:15][c:16]([CH2:17][Br:18])[cH:19][cH:20]1.[Na+:11].[O:21]=[CH:22][N:23]([CH3:24])[CH3:25].[OH-:10].[OH2:26].[nH:1]1[n:2][n:3][c:4]2[c:5]1[cH:6][cH:7][cH:8][cH:9]2>>[n:1]1([CH2:17][c:16]2[cH:15][cH:14][c:13]([F:12])[cH:20][cH:19]2)[n:2][n:3][c:4]2[c:5]1[cH:6][cH:7][cH:8][cH:9]2. Starting materials: O (water), C(Cl)(Cl)Cl (chloroform), CO (methanol), ClC1=NC=C(C=C1NC(C(=C)C)=O)F (N-(2-chloro-5-fluoropyridin-3-yl)-2-methylacrylamide). Reagents/catalysts: CC(C)([P](C(C)(C)C)([Pd][P](C(C)(C)C)(C(C)(C)C)C(C)(C)C)C(C)(C)C)C (bis(tri-tert-butylphosphine)palladium(0)), CC(C)([P](C(C)(C)C)([Pd][P](C(C)(C)C)(C(C)(C)C)C(C)(C)C)C(C)(C)C)C (bis(tri-tert-butylphosphine)palladium(0)), CC(C)([P](C(C)(C)C)([Pd][P](C(C)(C)C)(C(C)(C)C)C(C)(C)C)C(C)(C)C)C (bis(tri-tert-butylphosphine)palladium(0)). The solvent is CN(C=O)C (N,N-dimethylformamide), C(C)N(CC)CC (triethylamine). Reaction conditions: temperature 110 celsius, time 40 minute. The product is FC1=CN=C2C(=CC(NC2=C1)=O)C (7-fluoro-4-methyl-1,5-naphthyridin-2(1H)-one). As a reaction SMILES: Cl[C:2]1[C:7]([NH:8][C:9](=[O:13])[C:10]([CH3:12])=C)=[CH:6][C:5]([F:14])=[CH:4][N:3]=1.O.[CH:16](Cl)(Cl)Cl.CO>CN(C)C=O.C(N(CC)CC)C.CC(C)([P](C(C)(C)C)([Pd][P](C(C)(C)C)(C(C)(C)C)C(C)(C)C)C(C)(C)C)C>[F:14][C:5]1[CH:6]=[C:7]2[C:2]([C:12]([CH3:16])=[CH:10][C:9](=[O:13])[NH:8]2)=[N:3][CH:4]=1 |^1:36,42|. Procedure details: To a solution of 1.1 g of N-(2-chloro-5-fluoropyridin-3-yl)-2-methylacrylamide in 10 mL of N,N-dimethylformamide, 1.5 mL of triethylamine and 0.13 g of bis(tri-tert-butylphosphine)palladium(0) were added, and the mixture was stirred at 110° C. for 3 hours 40 minutes under a nitrogen flow. Thereto was further added 0.13 g of bis(tri-tert-butylphosphine)palladium(0), and the mixture was stirred for 2 hours. Thereto was further added 0.13 g of bis(tri-tert-butylphosphine)palladium(0), and the mixtu...